Dataset: the Open Reaction Database (ORD), a public repository of structured organic reaction records. Task: describe an organic reaction: reactants, conditions, products, and yield The reactants are CC#N, CCN(C(C)C)C(C)C, NCCc1cccc(F)c1, O=C1CSC(=S)N1. Product: O=C1CSC(NCCc2cccc(F)c2)=N1. Reaction SMILES: [CH3:27][C:28]#[N:29].[CH:18]([N:19]([CH2:20][CH3:21])[CH:22]([CH3:23])[CH3:24])([CH3:25])[CH3:26].[F:1][c:2]1[cH:3][c:4]([CH2:5][CH2:6][NH2:7])[cH:8][cH:9][cH:10]1.[S:11]1[C:12](=[S:13])[NH:14][C:15](=[O:16])[CH2:17]1>>[F:1][c:2]1[cH:3][c:4]([CH2:5][CH2:6][NH:7][C:12]2=[N:14][C:15](=[O:16])[CH2:17][S:11]2)[cH:8][cH:9][cH:10]1. Reactants: BrC1=C(C=C(C=C1)S(=O)(=O)Cl)F (4-Bromo-3-fluoro-benzenesulfonyl chloride), C(CC)N (propylamine). Solvent: ClCCl (dichloromethane). The product is BrC1=C(C=C(C=C1)S(=O)(=O)NCCC)F (4-bromo-3-fluoro-N-propylbenzenesulfonamide). The yield is 90.2%. Reaction SMILES: [Br:1][C:2]1[CH:7]=[CH:6][C:5]([S:8](Cl)(=[O:10])=[O:9])=[CH:4][C:3]=1[F:12].[CH2:13]([NH2:16])[CH2:14][CH3:15]>ClCCl>[Br:1][C:2]1[CH:7]=[CH:6][C:5]([S:8]([NH:16][CH2:13][CH2:14][CH3:15])(=[O:10])=[O:9])=[CH:4][C:3]=1[F:12]. Procedure: According to general procedure C, 4-Bromo-3-fluoro-benzenesulfonyl chloride (0.40 g, 1.46 mmol) and propylamine (0.30 mL, 3.65 mmol) were stirred together with dry dichloromethane (5 mL) for 16 hours. 4-bromo-3-fluoro-N-propylbenzenesulfonamide (0.39 g, 90%) was provided after purification. HRMS: calcd for C9H11BrFNO2S, 294.96779; found (EI, M+.), 294.9684. HPLC purity 100.0% at 210-370 nm, 10.3 min.; the Xterra® RP18 column, 3.5μ, 150×4.6 mm column, 1.2 mL/min., 85/15-5/95 (ammonium formate buf... Starting materials: [OH-].[Na+] (NaOH), C(#N)C1(OC(=O)C2=C(C=CC(=C12)Cl)Cl)C1=NC(=CC(=N1)OC)OC (3-cyano-4,7-dichloro-3-(4,6-dimethoxy-2-pyrimidinyl)phthalide). The solvent is O (water), O (water), CO (methanol), CO (methanol). Run at time 8 hour. The product is ClC1=C2C(OC(=O)C2=C(C=C1)Cl)(O)C1=NC(=CC(=N1)OC)OC (4,7-dichloro-3-(4,6-dimethoxy-2-pyrimidinyl)-3-hydroxyphthalide). As a reaction SMILES: C([C:3]1([C:15]2[N:20]=[C:19]([O:21][CH3:22])[CH:18]=[C:17]([O:23][CH3:24])[N:16]=2)[C:12]2[C:7](=[C:8]([Cl:14])[CH:9]=[CH:10][C:11]=2[Cl:13])[C:5](=[O:6])[O:4]1)#N.[OH-:25].[Na+]>CO.O>[Cl:13][C:11]1[CH:10]=[CH:9][C:8]([Cl:14])=[C:7]2[C:12]=1[C:3]([C:15]1[N:16]=[C:17]([O:23][CH3:24])[CH:18]=[C:19]([O:21][CH3:22])[N:20]=1)([OH:25])[O:4][C:5]2=[O:6] |f:1.2|. Reported procedure: 70 g of 3-cyano-4,7-dichloro-3-(4,6-dimethoxy-2-pyrimidinyl)phthalide are slurried in 100 ml of methanol and 16 g of NaOH pellets with 125 ml of water added. The mixture is stirred and heated to reflux for 30 mins., the solution cooled and the methanol stripped. The aqueous solution was diluted with 400 ml of water, washed with 100 ml of ether and then added dropwise to 400 ml of 1 NH2SO4 to give a solid which is filtered and dried in vacuum for 1 hr at 60°. The solid is triturated with 100 ml o... Starting materials: N(=NC(=O)OC(C)C)C(=O)OC(C)C (diisopropyl azodicarboxylate), ClC(=CCOC1=CC(=C(C(=C1)Cl)O)Cl)Cl (4-(3,3-dichloro-2-propenyloxy)-2,6-dichlorophenol), OCCC=1SC=CC1 (2-(2-hydroxyethyl)thiophene), C1(=CC=CC=C1)P(C1=CC=CC=C1)C1=CC=CC=C1 (triphenylphosphine). Run in O1CCCC1 (tetrahydrofuran), O1CCCC1 (tetrahydrofuran). Product: ClC=1C=C(C=C(C1OCCC=1SC=CC1)Cl)OCC=C(Cl)Cl (3,5-dichloro-4-(2-(2-thienyl)ethoxy)-1-(3,3-dichloro-2-propenyloxy)benzene). Yield: 62.5%. As a reaction SMILES: [Cl:1][C:2]([Cl:15])=[CH:3][CH2:4][O:5][C:6]1[CH:11]=[C:10]([Cl:12])[C:9]([OH:13])=[C:8]([Cl:14])[CH:7]=1.O[CH2:17][CH2:18][C:19]1[S:20][CH:21]=[CH:22][CH:23]=1.C1(P(C2C=CC=CC=2)C2C=CC=CC=2)C=CC=CC=1.N(C(OC(C)C)=O)=NC(OC(C)C)=O>O1CCCC1>[Cl:14][C:8]1[CH:7]=[C:6]([O:5][CH2:4][CH:3]=[C:2]([Cl:1])[Cl:15])[CH:11]=[C:10]([Cl:12])[C:9]=1[O:13][CH2:17][CH2:18][C:19]1[S:20][CH:21]=[CH:22][CH:23]=1. Reported procedure: To a solution of 0.44 g of 4-(3,3-dichloro-2-propenyloxy)-2,6-dichlorophenol, 0.20 g of 2-(2-hydroxyethyl)thiophene and 0.40 g of triphenylphosphine dissolved in 10 ml of tetrahydrofuran was added dropwise a solution of 0.31 g of diisopropyl azodicarboxylate dissolved in 5 ml of tetrahydrofuran, while stirring at room temperature. After stirring at room temperature for 12 hours, the reaction mixture was concentrated, to which 20 ml of diethyl ether was added, and the precipitate was filtered. Th... Reactants: ClC(=C[C@H]1C([C@H]1C(=O)OCC1=C(C(=CC=C1C)[N+](=O)[O-])C)(C)C)C(F)(F)F ((2,6-Dimethyl-3-nitrophenyl)methyl cis-3-(2-chloro-3,3,3-trifluoropropenyl)-2,2-dimethylcyclopropanecarboxylate). The reagents and catalysts are [Ni] (Raney nickel). Product: ClC(=C[C@H]1C([C@H]1C(=O)OCC1=C(C(=CC=C1C)N)C)(C)C)C(F)(F)F ((3-amino-2,6-dimethylphenyl)methyl cis-3-(2-chloro-3,3,3-trifluoropropenyl)2,2-dimethylcyclopropanecarboxylate). The yield is 32.8%. Reaction SMILES: [Cl:1][C:2]([C:24]([F:27])([F:26])[F:25])=[CH:3][C@@H:4]1[C@H:6]([C:7]([O:9][CH2:10][C:11]2[C:16]([CH3:17])=[CH:15][CH:14]=[C:13]([N+:18]([O-])=O)[C:12]=2[CH3:21])=[O:8])[C:5]1([CH3:23])[CH3:22]>[Ni]>[Cl:1][C:2]([C:24]([F:25])([F:26])[F:27])=[CH:3][C@@H:4]1[C@H:6]([C:7]([O:9][CH2:10][C:11]2[C:16]([CH3:17])=[CH:15][CH:14]=[C:13]([NH2:18])[C:12]=2[CH3:21])=[O:8])[C:5]1([CH3:23])[CH3:22]. Procedure details: (2,6-Dimethyl-3-nitrophenyl)methyl cis-3-(2-chloro-3,3,3-trifluoropropenyl)-2,2-dimethylcyclopropanecarboxylate (11.27 grams, 0.028 mole) was hydrogenated over Raney nickel. The product was chromatographed on an alumina column eluted with toluene to give (3-amino-2,6-dimethylphenyl)methyl cis-3-(2-chloro-3,3,3-trifluoropropenyl)2,2-dimethylcyclopropanecarboxylate (3.45 grams) as a liquid. Starting materials: C1COCCN1, CCC1C(=O)N(C)c2cnc(-n3cnc(C(=O)O)c3)nc2N1C1CCCC1. Yields the product CCC1C(=O)N(C)c2cnc(-n3cnc(C(=O)N4CCOCC4)c3)nc2N1C1CCCC1. Reaction SMILES: [CH2:28]1[CH2:29][O:30][CH2:31][CH2:32][NH:33]1.[CH:1]1([N:6]2[CH:7]([CH2:26][CH3:27])[C:8](=[O:25])[N:9]([CH3:24])[c:10]3[cH:11][n:12][c:13](-[n:16]4[cH:17][n:18][c:19]([C:21](=[O:22])[OH:23])[cH:20]4)[n:14][c:15]32)[CH2:2][CH2:3][CH2:4][CH2:5]1>>[CH:1]1([N:6]2[CH:7]([CH2:26][CH3:27])[C:8](=[O:25])[N:9]([CH3:24])[c:10]3[cH:11][n:12][c:13](-[n:16]4[cH:17][n:18][c:19]([C:21](=[O:23])[N:33]5[CH2:28][CH2:29][O:30][CH2:31][CH2:32]5)[cH:20]4)[n:14][c:15]32)[CH2:2][CH2:3][CH2:4][CH2:5]1. Reactants: Clc1ccc(-c2noc(-c3occc3Br)n2)cc1, CC(C)[N-]C(C)C, [Li+], CN(C)C=O, C1CCOC1. The product is O=Cc1cc(Br)c(-c2nc(-c3ccc(Cl)cc3)no2)o1. As a reaction SMILES: [Br:1][c:2]1[c:3](-[c:7]2[n:8][c:9](-[c:12]3[cH:13][cH:14][c:15]([Cl:18])[cH:16][cH:17]3)[n:10][o:11]2)[o:4][cH:5][cH:6]1.[CH:19]([N-:20][CH:21]([CH3:22])[CH3:23])([CH3:24])[CH3:25].[Li+:26].[O:27]=[CH:28][N:29]([CH3:30])[CH3:31].[O:32]1[CH2:33][CH2:34][CH2:35][CH2:36]1>>[Br:1][c:2]1[c:3](-[c:7]2[n:8][c:9](-[c:12]3[cH:13][cH:14][c:15]([Cl:18])[cH:16][cH:17]3)[n:10][o:11]2)[o:4][c:5]([CH:28]=[O:27])[cH:6]1. Reactants: CC(C)OC(C)C, CCOC(=O)Cl, CCOC(=O)c1ccccc1N. Product: CCOC(=O)Nc1ccccc1C(=O)OCC. Reaction SMILES: [CH:19]([O:20][CH:21]([CH3:22])[CH3:23])([CH3:24])[CH3:25].[Cl:13][C:14](=[O:15])[O:16][CH2:17][CH3:18].[NH2:1][c:2]1[c:3]([C:4](=[O:5])[O:6][CH2:7][CH3:8])[cH:9][cH:10][cH:11][cH:12]1>>[NH:1]([c:2]1[c:3]([C:4](=[O:5])[O:6][CH2:7][CH3:8])[cH:9][cH:10][cH:11][cH:12]1)[C:14](=[O:15])[O:16][CH2:17][CH3:18]. Starting materials: Cl.C(C1=CC=CC=C1)OC(CN)=O (glycine benzyl ester hydrochloride), BrC1=CC=C(C=O)C=C1 (4-bromobenzaldehyde), C(C)(=O)O[BH-](OC(C)=O)OC(C)=O.[Na+] (Sodium triacetoxyborohydride), C(C)(=O)O (acetic acid), TEA, C(=O)(O)[O-].[Na+] (NaHCO3). Run in ClCCCl (DCE). Conditions: time 17 hour. Product: BrC1=CC=C(CNCC(=O)OCC2=CC=CC=C2)C=C1 (benzyl 2-(4-bromobenzylamino)acetate). Yield: 63.7%. Reaction SMILES: Cl.[CH2:2]([O:9][C:10](=[O:13])[CH2:11][NH2:12])[C:3]1[CH:8]=[CH:7][CH:6]=[CH:5][CH:4]=1.[Br:14][C:15]1[CH:22]=[CH:21][C:18]([CH:19]=O)=[CH:17][CH:16]=1.C(O)(=O)C.C(O[BH-](OC(=O)C)OC(=O)C)(=O)C.[Na+].C([O-])(O)=O.[Na+]>ClCCCl>[Br:14][C:15]1[CH:22]=[CH:21][C:18]([CH2:19][NH:12][CH2:11][C:10]([O:9][CH2:2][C:3]2[CH:8]=[CH:7][CH:6]=[CH:5][CH:4]=2)=[O:13])=[CH:17][CH:16]=1 |f:0.1,4.5,6.7|. Reported procedure: To a suspension of glycine benzyl ester hydrochloride (2.02 g, 10.0 mmol) and 4-bromobenzaldehyde (1.85 g, 10.0 mmol) in 50 mL DCE, was added acetic acid (2.9 mL, 50 mmol) and TEA (1.4 mL, 10.0 mmol) to give a clear solution. Sodium triacetoxyborohydride (4.24 g, 20.0 mmol) was added. The suspension was stirred at rt for 17 h. The mixture was neutralized with sat. NaHCO3 and extracted with CH2Cl2 (3×). The combined organic extract washed with brine, dried (Na2SO4) and concentrated. The crude pro...